This data is from the Open Reaction Database (ORD), a public repository of structured organic reaction records. The task is: describe an organic reaction: reactants, conditions, products, and yield Starting materials: NC=1C=C2NC(C(NC2=CC1)(C)C)=O (6-amino-1,2-dihydro-2,2-dimethyl-3-(4H)-quinoxalinone), BrBr (Bromine). Run in C(C)(=O)O (acetic acid), C(C)(=O)O (acetic acid). Conditions: time 4 hour. Product: Br.NC=1C(=C2NC(C(NC2=CC1)(C)C)=O)Br (6-amino-5-bromo-1,2-dihydro-2,2-dimethyl-3-(4H)-quinoxalinone hydrobromide). Reaction SMILES: [NH2:1][C:2]1[CH:3]=[C:4]2[C:9](=[CH:10][CH:11]=1)[NH:8][C:7]([CH3:13])([CH3:12])[C:6](=[O:14])[NH:5]2.[Br:15]Br>C(O)(=O)C>[BrH:15].[NH2:1][C:2]1[C:3]([Br:15])=[C:4]2[C:9](=[CH:10][CH:11]=1)[NH:8][C:7]([CH3:12])([CH3:13])[C:6](=[O:14])[NH:5]2 |f:3.4|. Procedure: A solution of 6-amino-1,2-dihydro-2,2-dimethyl-3-(4H)-quinoxalinone (250 mg, 1.31 mmol) in glacial acetic acid (4 ml) is cooled using a water bath. Bromine (210 mg, 1.31 mmol) in acetic acid (0.25 ml) is added dropwise over a 5 minute period. The mixture is stirred at room temperature for 4 hours and the resulting precipitate is collected by vacuum filtration. The title compound is obtained in pure form after drying in vacuo. Yields the product COc1cc(I)cc(OC)c1O. Reaction SMILES: [Al+3:15].[Cl-:14].[Cl-:16].[Cl-:17].[Cl:18][CH2:19][CH2:20][Cl:21].[I:1][c:2]1[cH:3][c:4]([O:12][CH3:13])[c:5]([O:10][CH3:11])[c:6]([O:8][CH3:9])[cH:7]1>>[I:1][c:2]1[cH:3][c:4]([O:12][CH3:13])[c:5]([OH:10])[c:6]([O:8][CH3:9])[cH:7]1. Reactants: [Al+3], [Cl-], [Cl-], [Cl-], ClCCCl, COc1cc(I)cc(OC)c1OC. Starting materials: OCCC1CN(C1)C(=O)OC(C)(C)C (tert-butyl 3-(2-hydroxyethyl)azetidine-1-carboxylate), II (iodine), C1=CC=C(C=C1)P(C2=CC=CC=C2)C3=CC=CC=C3 (Ph3P), N1C=NC=C1 (imidazole). The solvent is O (water), C(C)#N (acetonitrile). Run at time 18 hour. Product: ICCC1CN(C1)C(=O)OC(C)(C)C (tert-butyl 3-(2-iodoethyl)azetidine-1-carboxylate). Yield: 69.1%. As a reaction SMILES: O[CH2:2][CH2:3][CH:4]1[CH2:7][N:6]([C:8]([O:10][C:11]([CH3:14])([CH3:13])[CH3:12])=[O:9])[CH2:5]1.C1C=CC(P(C2C=CC=CC=2)C2C=CC=CC=2)=CC=1.N1C=CN=C1.[I:39]I>O.C(#N)C>[I:39][CH2:2][CH2:3][CH:4]1[CH2:7][N:6]([C:8]([O:10][C:11]([CH3:14])([CH3:13])[CH3:12])=[O:9])[CH2:5]1. Procedure: A stirred solution of tert-butyl 3-(2-hydroxyethyl)azetidine-1-carboxylate (254 mg, 1.26 mmol), Ph3P (381 mg, 1.45 mmol.15), imidazole (129 mg, 1.89 mmol0) and acetonitrile (6.5 mL) at 0° C.; was treated with iodine (368 mg, 1.45 mmol.15). Mixture was allowed to reach 25° C. and stirring continued for 18 h. The reaction mixture was then diluted with water and extracted with hexanes (6×25 mL). The combined organics were dried (MgSO4) and concentrated, then purified by chromatography (40 g column,... The reactants are ClC1=CC(=CC2=C1C(=CS2)CC(=O)O)OCC2=CC(=NN2C)C(F)(F)F ((4-chloro-6-((1-methyl-3-(trifluoromethyl)-1H-pyrazol-5-yl)methoxy)-1-benzothiophen-3-yl)acetic acid), C1CCOC1 (THF), C(C(=O)Cl)(=O)Cl (oxalyl chloride), CN(C)C=O (DMF). Reaction conditions: time 20 minute. Yields the product ClC1=CC(=CC2=C1C(=CS2)CC(=O)N)OCC2=CC(=NN2C)C(F)(F)F (2-(4-Chloro-6-((1-methyl-3-(trifluoromethyl)-1H-pyrazol-5-yl)methoxy)-1-benzothiophen-3-yl)acetamide). As a reaction SMILES: [Cl:1][C:2]1[C:7]2[C:8]([CH2:11][C:12](O)=[O:13])=[CH:9][S:10][C:6]=2[CH:5]=[C:4]([O:15][CH2:16][C:17]2[N:21]([CH3:22])[N:20]=[C:19]([C:23]([F:26])([F:25])[F:24])[CH:18]=2)[CH:3]=1.C1COCC1.C(Cl)(=O)C(Cl)=O.C[N:39](C=O)C>>[Cl:1][C:2]1[C:7]2[C:8]([CH2:11][C:12]([NH2:39])=[O:13])=[CH:9][S:10][C:6]=2[CH:5]=[C:4]([O:15][CH2:16][C:17]2[N:21]([CH3:22])[N:20]=[C:19]([C:23]([F:25])([F:26])[F:24])[CH:18]=2)[CH:3]=1. Procedure details: To a mixture of (4-chloro-6-((1-methyl-3-(trifluoromethyl)-1H-pyrazol-5-yl)methoxy)-1-benzothiophen-3-yl)acetic acid (365 mg) and THF (dry) (5 mL) were added oxalyl chloride (0.095 mL) and DMF (6.98 μl) at room temperature. The mixture was stirred at room temperature for 20 min. The mixture was concentrated under reduced pressure. The residue was dissolved in THF (5 mL), and the solution was poured into stirred 28% aqueous ammonium hydroxide (5 mL) at room temperature. After stirring at room tem... Reactants: solution, C(CCC)[Li] (n-butyl lithium), tetrakistriphenylphosphine palladium, FC=1C=C(C=CC1OC(F)(F)F)Br (3-fluoro-4-trifluoromethoxybromobenzene), FC=1C=C(C=C(C1)F)C1=NC=C(C=N1)CCCCC (2-(3,5-difluorophenyl)-5-pentylpyrimidine), O (water), solution. The reagents and catalysts are [Cl-].[Zn+2].[Cl-] (zinc chloride). The solvent is CCCCCC (hexane), C1CCOC1 (THF), C1CCOC1 (THF). Reaction conditions: temperature -60 celsius, time 1 hour. Yields the product FC=1C=C(C=CC1OC(F)(F)F)C1=C(C=C(C=C1F)C1=NC=C(C=N1)CCCCC)F (2-(4-(3-fluoro-4-trifluoromethoxyphenyl)-3,5-difluorophenyl)-5-pentylpyrimidine). The yield is 0.7%. As a reaction SMILES: [F:1][C:2]1[CH:3]=[C:4]([C:9]2[N:14]=[CH:13][C:12]([CH2:15][CH2:16][CH2:17][CH2:18][CH3:19])=[CH:11][N:10]=2)[CH:5]=[C:6]([F:8])[CH:7]=1.C([Li])CCC.[F:25][C:26]1[CH:27]=[C:28](Br)[CH:29]=[CH:30][C:31]=1[O:32][C:33]([F:36])([F:35])[F:34].O>C1COCC1.CCCCCC.[Cl-].[Zn+2].[Cl-]>[F:25][C:26]1[CH:27]=[C:28]([C:7]2[C:2]([F:1])=[CH:3][C:4]([C:9]3[N:10]=[CH:11][C:12]([CH2:15][CH2:16][CH2:17][CH2:18][CH3:19])=[CH:13][N:14]=3)=[CH:5][C:6]=2[F:8])[CH:29]=[CH:30][C:31]=1[O:32][C:33]([F:34])([F:35])[F:36] |f:6.7.8|. Procedure: In 80 ml of THF was dissolved 8.0 g (30 mmol) of the 2-(3,5-difluorophenyl)-5-pentylpyrimidine described above, and cooled down to −60° C. under nitrogen gas atmosphere. To this solution was added dropwise 20 ml of 1.60 M solution of n-butyl lithium (32 mmol) in hexane while maintaining the condition that the temperature of the solution did not exceed −50° C., and then stirred at the same temperature for 1 hour. Subsequently, 64 ml of 0.5 M solution of zinc chloride (32 mmol) in THF was added dr... The reactants are O=C1NC(=O)c2ccccc21, CN(C)C=O, N#Cc1cccc(CCl)n1, [K]. The product is N#Cc1cccc(CN2C(=O)c3ccccc3C2=O)n1. Reaction SMILES: [C:11]1(=[O:21])[c:12]2[c:13]([cH:17][cH:18][cH:19][cH:20]2)[C:14](=[O:16])[NH:15]1.[CH3:23][N:24]([CH3:25])[CH:26]=[O:27].[Cl:1][CH2:2][c:3]1[cH:4][cH:5][cH:6][c:7]([C:9]#[N:10])[n:8]1.[K:22]>>[CH2:2]([c:3]1[cH:4][cH:5][cH:6][c:7]([C:9]#[N:10])[n:8]1)[N:15]1[C:11](=[O:21])[c:12]2[c:13]([cH:17][cH:18][cH:19][cH:20]2)[C:14]1=[O:16]. Reactants: C(=O)(OC(C)(C)C)N1[C@@H](CCC1)C1=CC2=NC=C(C=C2O1)Cl (2-(1-BOC-2-(S)-pyrrolidinyl)-6-chlorofuro[3,2-b]pyridine), C(=O)(C(F)(F)F)O (TFA), C(=O)([O-])[O-].[Na+].[Na+] (Na2CO3). Run in C(Cl)Cl (CH2Cl2). Reaction conditions: time 1 hour. Yields the product Cl.Cl.ClC=1C=C2C(=NC1)C=C(O2)[C@H]2NCCC2 (6-chloro-2-(2-(S)-pyrrolidinyl)-furo[3,2-b]pyridine dihydrochloride). RXN SMILES: C([N:8]1[CH2:12][CH2:11][CH2:10][C@H:9]1[C:13]1[O:21][C:20]2[C:15](=[N:16][CH:17]=[C:18]([Cl:22])[CH:19]=2)[CH:14]=1)(OC(C)(C)C)=O.C(O)(C(F)(F)F)=O.C([O-])([O-])=O.[Na+].[Na+]>C(Cl)Cl>[ClH:22].[ClH:22].[Cl:22][C:18]1[CH:19]=[C:20]2[O:21][C:13]([C@@H:9]3[CH2:10][CH2:11][CH2:12][NH:8]3)=[CH:14][C:15]2=[N:16][CH:17]=1 |f:2.3.4,6.7.8|. Reported procedure: To a 2 g sample of the compound from step 7b above in 10 mL of CH2Cl2 at 0° C. was added 10 mL of TFA, and the reaction mixture was stirred for 1 hour, poured into saturated aqueous Na2CO3 and extracted with CH2Cl2. The organic extract was dried over MgSO4, and the solvent was removed. The residue was chromatographed on silica gel, eluting with 99:1 to 95:5 CHCl3 :MeOH. The product was treated with HCl/ether, and the salt was recrystallized from EtOH/EtOAc to give 1.2 g of title compound: 1H NMR...